From a dataset of the Open Reaction Database (ORD), a public repository of structured organic reaction records. describe an organic reaction: reactants, conditions, products, and yield The reactants are C(C)C1=C(C=NN1C1=CC=CC=C1)C(C)O (1-(5-ethyl-1-phenyl-1H-pyrazol-4-yl)-ethanol). The reagents and catalysts are O=[Mn]=O (MnO2). Run in C1CCOC1 (THF). Product: C(C)C1=C(C=NN1C1=CC=CC=C1)C(C)=O (1-(5-ethyl-1-phenyl-1H-pyrazol-4-yl)-ethanone). Yield: 98.6%. RXN SMILES: [CH2:1]([C:3]1[N:7]([C:8]2[CH:13]=[CH:12][CH:11]=[CH:10][CH:9]=2)[N:6]=[CH:5][C:4]=1[CH:14]([OH:16])[CH3:15])[CH3:2]>C1COCC1.O=[Mn]=O>[CH2:1]([C:3]1[N:7]([C:8]2[CH:9]=[CH:10][CH:11]=[CH:12][CH:13]=2)[N:6]=[CH:5][C:4]=1[C:14](=[O:16])[CH3:15])[CH3:2]. Procedure details: A solution of 7.9 g (36.5 mmol) of 1-(5-ethyl-1-phenyl-1H-pyrazol-4-yl)-ethanol in 100 mL THF was stirred at rt over 24 g of activated MnO2 for 23 h. The mixture was filtered through Celite and concentrated to give 1-(5-ethyl-1-phenyl-1H-pyrazol-4-yl)-ethanone (7.71 g). ESI MS m/z 215 [C13H14N2O+H]+. Reactants: O=C(O)C(F)(F)F, Cn1nc(NCC(=O)NC2CNC2)c2cc(C(O)C(F)(F)F)ccc21, O=C1CCC(c2ccc3c(c2)OCO3)CC1. Yields the product Cn1nc(NCC(=O)NC2CN(C3CCC(c4ccc5c(c4)OCO5)CC3)C2)c2cc(C(O)C(F)(F)F)ccc21. RXN SMILES: [F:26][C:27]([F:28])([F:29])[C:30]([OH:31])=[O:32].[NH:1]1[CH2:2][CH:3]([NH:5][C:6]([CH2:7][NH:8][c:9]2[n:10][n:11]([CH3:24])[c:12]3[cH:13][cH:14][c:15]([CH:18]([C:19]([F:20])([F:21])[F:22])[OH:23])[cH:16][c:17]23)=[O:25])[CH2:4]1.[O:33]1[CH2:34][O:35][c:36]2[c:37]1[cH:38][cH:39][c:40]([CH:42]1[CH2:43][CH2:44][C:45](=[O:48])[CH2:46][CH2:47]1)[cH:41]2>>[N:1]1([CH:45]2[CH2:44][CH2:43][CH:42]([c:40]3[cH:39][cH:38][c:37]4[c:36]([cH:41]3)[O:35][CH2:34][O:33]4)[CH2:47][CH2:46]2)[CH2:2][CH:3]([NH:5][C:6]([CH2:7][NH:8][c:9]2[n:10][n:11]([CH3:24])[c:12]3[cH:13][cH:14][c:15]([CH:18]([C:19]([F:20])([F:21])[F:22])[OH:23])[cH:16][c:17]23)=[O:25])[CH2:4]1. Reactants: CC(C)I, CC(C)(C)OC(=O)N1CCc2cc(-n3c(=O)[nH]c4cccnc43)ccc21, CN(C)C=O, O. Yields the product CC(C)n1c(=O)n(-c2ccc3c(c2)CCN3C(=O)OC(C)(C)C)c2ncccc21. As a reaction SMILES: [I:27][CH:28]([CH3:29])[CH3:30].[O:1]=[c:2]1[nH:3][c:4]2[c:5]([n:6][cH:7][cH:8][cH:9]2)[n:10]1-[c:11]1[cH:12][c:13]2[c:17]([cH:18][cH:19]1)[N:16]([C:20](=[O:21])[O:22][C:23]([CH3:24])([CH3:25])[CH3:26])[CH2:15][CH2:14]2.[O:32]=[CH:33][N:34]([CH3:35])[CH3:36].[OH2:31]>>[O:1]=[c:2]1[n:3]([CH:28]([CH3:29])[CH3:30])[c:4]2[c:5]([n:6][cH:7][cH:8][cH:9]2)[n:10]1-[c:11]1[cH:12][c:13]2[c:17]([cH:18][cH:19]1)[N:16]([C:20](=[O:21])[O:22][C:23]([CH3:24])([CH3:25])[CH3:26])[CH2:15][CH2:14]2. The reactants are IC1=C(C(=NC=C1)OC)C=1NC2=CC=3C(N(C(C3C(=C2N1)C)=O)C1CCN(CC1)C)=O (2-(4-Iodo-2-methoxy-pyridin-3-yl)-4-methyl-6-(1-methyl-piperidin-4-yl)-1H-1,3,6-triaza-s-indacene-5,7-dione), Cl (HCl). The solvent is O1CCOCC1 (1,4-dioxane). Conditions: time 8 hour. The product is Cl.ClC1=C(C(NC=C1)=O)C=1NC2=CC=3C(N(C(C3C(=C2N1)C)=O)C1CCN(CC1)C)=O (2-(4-Chloro-2-oxo-1,2-dihydro-pyridin-3-yl)-4-methyl-6-(1-methyl-piperidin-4-yl)-1H-1,3,6-triaza-s-indacene-5,7-dione Hydrochloride), Cl.IC1=C(C(NC=C1)=O)C=1NC2=CC=3C(N(C(C3C(=C2N1)C)=O)C1CCN(CC1)C)=O (2-(4-Iodo-2-oxo-1,2-dihydro-pyridin-3-yl)-4-methyl-6-(1-methyl-piperidin-4-yl)-1H-1,3,6-triaza-s-indacene-5,7-dione Hydrochloride). As a reaction SMILES: [I:1][C:2]1[CH:7]=[CH:6][N:5]=[C:4]([O:8]C)[C:3]=1[C:10]1[NH:11][C:12]2[C:20]([N:21]=1)=[C:19]([CH3:22])[C:18]1[C:17](=[O:23])[N:16]([CH:24]3[CH2:29][CH2:28][N:27]([CH3:30])[CH2:26][CH2:25]3)[C:15](=[O:31])[C:14]=1[CH:13]=2.[ClH:32]>O1CCOCC1>[ClH:32].[Cl:32][C:2]1[CH:7]=[CH:6][NH:5][C:4](=[O:8])[C:3]=1[C:10]1[NH:11][C:12]2[C:20]([N:21]=1)=[C:19]([CH3:22])[C:18]1[C:17](=[O:23])[N:16]([CH:24]3[CH2:29][CH2:28][N:27]([CH3:30])[CH2:26][CH2:25]3)[C:15](=[O:31])[C:14]=1[CH:13]=2.[ClH:32].[I:1][C:2]1[CH:7]=[CH:6][NH:5][C:4](=[O:8])[C:3]=1[C:10]1[NH:11][C:12]2[C:20]([N:21]=1)=[C:19]([CH3:22])[C:18]1[C:17](=[O:23])[N:16]([CH:24]3[CH2:29][CH2:28][N:27]([CH3:30])[CH2:26][CH2:25]3)[C:15](=[O:31])[C:14]=1[CH:13]=2 |f:3.4,5.6|. Procedure details: To a solution of 2-(4-Iodo-2-methoxy-pyridin-3-yl)-4-methyl-6-(1-methyl-piperidin-4-yl)-1H-1,3,6-triaza-s-indacene-5,7-dione (1.48 g, 2.78 mmol) in 1,4-dioxane (30 mL) was added conc. HCl (3 mL) and the resulting solution was stirred at room temperature for overnight. The solid precipitated was isolated by filtration, washed with THF (10 mL) and dried in vacuo to afford 2-(4-Chloro-2-oxo-1,2-dihydro-pyridin-3-yl)-4-methyl-6-(1-methyl-piperidin-4-yl)-1H-1,3,6-triaza-s-indacene-5,7-dione Hydrochlo... Starting materials: [Mg] (magnesium), O=C(CCC=C)C (5-oxo-1-hexene), C(C#C)Br (propargylbromide), [Cl-].[NH4+] (ammonium chloride), mercuric chloride, BrCCBr (1,2-dibromoethane), C(C#C)Br (propargyl bromide). Solvent: CCOCC (ether), CCOCC (ether), CCOCC (ether). Conditions: time 20 minute. Yields the product OC(CC#C)(CCC=C)C (4-Hydroxy-4-methyl-oct-1-yn-7-ene). As a reaction SMILES: [Mg].Br[CH2:3][CH2:4]Br.[CH2:6](Br)C#C.[O:10]=[C:11]([CH3:16])[CH2:12][CH2:13][CH:14]=[CH2:15].[Cl-].[NH4+]>CCOCC>[OH:10][C:11]([CH3:6])([CH2:12][CH2:13][CH:14]=[CH2:15])[CH2:16][C:3]#[CH:4] |f:4.5|. Procedure details: A mixture of 19.45 g. of magnesium, 0.15 g. of mercuric chloride and 0.5 ml. of 1,2-dibromoethane in 40 ml. of ether, under argon, is stirred for 5 minutes. A 0.5 ml. portion of propargylbromide is added followed by 160 ml. of ether. To the stirred mixture is added dropwise a solution of 60.0 g. of 5-oxo-1-hexene and 87.3 g. of propargyl bromide in 100 ml. of ether, at such a rate as to maintain a vigorous reflux. After addition is complete, the mixture is stirred for 20 minutes, cooled in an ic... The reactants are [H-].[Al+3].[Li+].[H-].[H-].[H-] (lithium aluminum hydride), C(C)OC(=O)C1=C(N(C(=C1C)C1=CC=NC=C1)COC)C1=CC=NC=C1 (3-ethoxycarbonyl-1-methoxymethyl-4-methyl-2,5-di(4-pyridyl)-1H-pyrrole). The solvent is [Cl-].[NH4+] (ammonium chloride). Run at time 2 hour. Product: OCC1=C(N(C(=C1C)C1=CC=NC=C1)COC)C1=CC=NC=C1 (3-Hydroxymethyl-1-methoxymethyl-4-methyl-2,5-di(4-pyridyl)-1H-pyrrole). Isolated yield 75.6%. RXN SMILES: [H-].[Al+3].[Li+].[H-].[H-].[H-].C([O:9][C:10]([C:12]1[C:16]([CH3:17])=[C:15]([C:18]2[CH:23]=[CH:22][N:21]=[CH:20][CH:19]=2)[N:14]([CH2:24][O:25][CH3:26])[C:13]=1[C:27]1[CH:32]=[CH:31][N:30]=[CH:29][CH:28]=1)=O)C>[Cl-].[NH4+]>[OH:9][CH2:10][C:12]1[C:16]([CH3:17])=[C:15]([C:18]2[CH:23]=[CH:22][N:21]=[CH:20][CH:19]=2)[N:14]([CH2:24][O:25][CH3:26])[C:13]=1[C:27]1[CH:28]=[CH:29][N:30]=[CH:31][CH:32]=1 |f:0.1.2.3.4.5,7.8|. Reported procedure: To a stirred suspension of lithium aluminum hydride (LAH) (88 mg, 2.31 mmol) was added 3-ethoxycarbonyl-1-methoxymethyl-4-methyl-2,5-di(4-pyridyl)-1H-pyrrole (270 mg, 0.77 mmol) at 0° C. under nitrogen. After stirring for 2 hours, the reaction mixture was allowed to warm to room temperature and stirred for 3 days. Saturated aqueous ammonium chloride solution (50 mL) was added to the mixture, and the whole was extracted with ethyl acetate (70 mL×2). Combined organic layers were washed. with brine... Starting materials: BrC=1C=C2C(=C(C(=NC2=CC1)C)C(C(F)(F)F)=O)C1=CC=C(C=C1)F (1-[6-Bromo-4-(4-fluoro-phenyl)-2-methyl-quinolin-3-yl]-2,2,2-trifluoro-ethanone), OC1(CCNCC1)C1=CC=CC=C1 (4-hydroxy-4-phenylpiperidine). Conditions: time 16 hour. Yields the product FC(C(=O)C=1C(=NC2=CC=C(C=C2C1C1=CC=CC=C1)N1CCC(CC1)(C1=CC=CC=C1)O)C)(F)F (2,2,2-Trifluoro-1-[6-(4-hydroxy-4-phenyl-piperidin-1-yl)-2-methyl-4-phenyl-quinolin-3-yl]-ethanone). The yield is 29.0%. As a reaction SMILES: Br[C:2]1[CH:3]=[C:4]2[C:9](=[CH:10][CH:11]=1)[N:8]=[C:7]([CH3:12])[C:6]([C:13](=[O:18])[C:14]([F:17])([F:16])[F:15])=[C:5]2[C:19]1[CH:24]=[CH:23][C:22](F)=[CH:21][CH:20]=1.[OH:26][C:27]1([C:33]2[CH:38]=[CH:37][CH:36]=[CH:35][CH:34]=2)[CH2:32][CH2:31][NH:30][CH2:29][CH2:28]1>>[F:15][C:14]([F:17])([F:16])[C:13]([C:6]1[C:7]([CH3:12])=[N:8][C:9]2[C:4]([C:5]=1[C:19]1[CH:24]=[CH:23][CH:22]=[CH:21][CH:20]=1)=[CH:3][C:2]([N:30]1[CH2:31][CH2:32][C:27]([OH:26])([C:33]3[CH:34]=[CH:35][CH:36]=[CH:37][CH:38]=3)[CH2:28][CH2:29]1)=[CH:11][CH:10]=2)=[O:18]. Procedure: The title compound was prepared from 1-[6-Bromo-4-(4-phenyl)-2-methyl-quinolin-3-yl]-2,2,2-trifluoro-ethanone [example 24] and 4-hydroxy-4-phenylpiperidine according to the procedure of example 25, except that the reaction time was of 16 h. Yield: 29%; MS: m/z=491 (M+H).